This data is from the Open Reaction Database (ORD), a public repository of structured organic reaction records. The task is: describe an organic reaction: reactants, conditions, products, and yield Reactants: COC1=CC=C2CCC(C2=C1)=O (6-methoxy-1-indanone), [BH4-].[Na+] (sodium borohydride), fumarate salt, CC(C(=O)N1CCNCC1)C (1-(2-methylpropionyl)piperazine). Reagents/catalysts: CC([O-])C.[Ti+4].CC([O-])C.CC([O-])C.CC([O-])C (titanium(IV) isopropoxide). Yields the product CC(C(=O)N1CCN(CC1)C1CCC2=CC=C(C=C12)OC)C (1-(2-Methylpropionyl)-4-(6-methoxy-indan-1-yl)piperazine), product. As a reaction SMILES: [CH3:1][O:2][C:3]1[CH:11]=[C:10]2[C:6]([CH2:7][CH2:8][C:9]2=O)=[CH:5][CH:4]=1.[CH3:13][CH:14]([CH3:23])[C:15]([N:17]1[CH2:22][CH2:21][NH:20][CH2:19][CH2:18]1)=[O:16].[BH4-].[Na+]>CC(C)[O-].[Ti+4].CC(C)[O-].CC(C)[O-].CC(C)[O-]>[CH3:13][CH:14]([CH3:23])[C:15]([N:17]1[CH2:22][CH2:21][N:20]([CH:9]2[C:10]3[C:6](=[CH:5][CH:4]=[C:3]([O:2][CH3:1])[CH:11]=3)[CH2:7][CH2:8]2)[CH2:19][CH2:18]1)=[O:16] |f:2.3,4.5.6.7.8|. Procedure: The title compound was prepared by the above procedure using 6-methoxy-1-indanone (3.2 g, 20 mmol), 1-(2-methylpropionyl)piperazine (3.0 g, 20 mmol), titanium(IV) isopropoxide (8 mL, 24 mmol) and sodium borohydride (2.7 g, 67 mmol) to give 2.2 g of product as the fumarate salt. The reactants are [OH-].[K+] (KOH), COC(C1=CC(=CC(=C1)C)COC(C)=O)=O (methyl-3-acetoxymethyl-5-methylbenzoate). Run in CO (methanol), O (water). Reaction conditions: temperature 60 celsius, time 2.5 hour. Product: OCC=1C=C(C(=O)O)C=C(C1)C (3-hydroxymethyl-5-methylbenzoic acid). Reaction SMILES: [OH-].[K+].C[O:4][C:5](=[O:18])[C:6]1[CH:11]=[C:10]([CH3:12])[CH:9]=[C:8]([CH2:13][O:14]C(=O)C)[CH:7]=1>CO.O>[OH:14][CH2:13][C:8]1[CH:7]=[C:6]([CH:11]=[C:10]([CH3:12])[CH:9]=1)[C:5]([OH:18])=[O:4] |f:0.1|. Reported procedure: In a 5 liter flask were dissolved 380 g (5.77 mole) of 85% KOH in 2.2 liter of methanol and warmed up to 60° C. The methyl-3-acetoxymethyl-5-methylbenzoate from the previous step was added and heated with stirring at 60° C. for 2.5 hrs. The reaction mixture was cooled down to room temperature and the solvent eliminated in the rotavap. The resulting oil was dissolved in 1.5 liter of water and then washed with ethyl ether (1×1 liter). The aqueous layer was made acidic with concentrated hydrochlori... Reactants: NC1=C2N(C(C(=C1NC1=C(C=C(C=C1)I)F)C)=O)CCO2 (8-Amino-7-(2-fluoro-4-iodo-phenylamino)-6-methyl-2,3-dihydro-oxazolo[3,2-a]pyridin-5-one), CC1(COC1)CS(=O)(=O)Cl ((3-methyloxetan-3-yl)methanesulfonyl chloride). Run in N1=CC=CC=C1 (pyridine). Yields the product FC1=C(C=CC(=C1)I)NC=1C(=C2N(C(C1C)=O)CCO2)NS(=O)(=O)CC2(COC2)C (N-(7-(2-fluoro-4-iodophenylamino)-6-methyl-5-oxo-3,5-dihydro-2H-oxazolo[3,2-a]pyridin-8-yl)-1-(3-methyloxetan-3-yl)methanesulfonamide). The yield is 9.1%. As a reaction SMILES: [NH2:1][C:2]1[C:7]([NH:8][C:9]2[CH:14]=[CH:13][C:12]([I:15])=[CH:11][C:10]=2[F:16])=[C:6]([CH3:17])[C:5](=[O:18])[N:4]2[CH2:19][CH2:20][O:21][C:3]=12.[CH3:22][C:23]1([CH2:27][S:28](Cl)(=[O:30])=[O:29])[CH2:26][O:25][CH2:24]1>N1C=CC=CC=1>[F:16][C:10]1[CH:11]=[C:12]([I:15])[CH:13]=[CH:14][C:9]=1[NH:8][C:7]1[C:2]([NH:1][S:28]([CH2:27][C:23]2([CH3:22])[CH2:26][O:25][CH2:24]2)(=[O:30])=[O:29])=[C:3]2[O:21][CH2:20][CH2:19][N:4]2[C:5](=[O:18])[C:6]=1[CH3:17]. Procedure details: Using the same reaction conditions and procedure as described for the preparation of Example 7A, 8-Amino-7-(2-fluoro-4-iodo-phenylamino)-6-methyl-2,3-dihydro-oxazolo[3,2-a]pyridin-5-one (I-7f: 0.2 g, 0.499 mmol) was reacted with (3-methyloxetan-3-yl)methanesulfonyl chloride (0.13 g, 0.748 mmol) in dry pyridine (3 mL) to afford the crude product. Purification by preparative HPLC afforded 25 mg of the product (9% yield). The reactants are COC(=O)c1cc(-c2ccccc2)cc(C)c1N, O, c1ccncc1, O=S(=O)(Cl)c1ccc(Oc2ccncc2)cc1. The product is COC(=O)c1cc(-c2ccccc2)cc(C)c1NS(=O)(=O)c1ccc(Oc2ccncc2)cc1. RXN SMILES: [CH3:1][O:2][C:3](=[O:4])[c:5]1[cH:6][c:7](-[c:13]2[cH:14][cH:15][cH:16][cH:17][cH:18]2)[cH:8][c:9]([CH3:12])[c:10]1[NH2:11].[OH2:42].[cH:36]1[cH:37][cH:38][n:39][cH:40][cH:41]1.[n:19]1[cH:20][cH:21][c:22]([O:25][c:26]2[cH:27][cH:28][c:29]([S:32](=[O:33])(=[O:34])[Cl:35])[cH:30][cH:31]2)[cH:23][cH:24]1>>[CH3:1][O:2][C:3](=[O:4])[c:5]1[cH:6][c:7](-[c:13]2[cH:14][cH:15][cH:16][cH:17][cH:18]2)[cH:8][c:9]([CH3:12])[c:10]1[NH:11][S:32]([c:29]1[cH:28][cH:27][c:26]([O:25][c:22]2[cH:21][cH:20][n:19][cH:24][cH:23]2)[cH:31][cH:30]1)(=[O:33])=[O:34].